From a dataset of the Open Reaction Database (ORD), a public repository of structured organic reaction records. describe an organic reaction: reactants, conditions, products, and yield Reactants: BrB(Br)Br, CCc1[nH]n(-c2c(Cl)cc(Cl)cc2Cl)c2nc(Cc3cccc(OC)c3)nc(=O)c1-2, ClCCl. The product is CCc1[nH]n(-c2c(Cl)cc(Cl)cc2Cl)c2nc(Cc3cccc(O)c3)nc(=O)c1-2. As a reaction SMILES: [B:31]([Br:32])([Br:33])[Br:34].[Cl:1][c:2]1[c:3](-[n:10]2[nH:11][c:12]([CH2:29][CH3:30])[c:13]3[c:18](=[O:19])[n:17][c:16]([CH2:20][c:21]4[cH:22][c:23]([O:27][CH3:28])[cH:24][cH:25][cH:26]4)[n:15][c:14]2-3)[c:4]([Cl:9])[cH:5][c:6]([Cl:8])[cH:7]1.[Cl:35][CH2:36][Cl:37]>>[Cl:1][c:2]1[c:3](-[n:10]2[nH:11][c:12]([CH2:29][CH3:30])[c:13]3[c:18](=[O:19])[n:17][c:16]([CH2:20][c:21]4[cH:22][c:23]([OH:27])[cH:24][cH:25][cH:26]4)[n:15][c:14]2-3)[c:4]([Cl:9])[cH:5][c:6]([Cl:8])[cH:7]1. Starting materials: CC1(OC2=C(C(=C1)C1=NC=CC=C1C)C=CC=C2)C (2,2-dimethyl-4-(3-methyl-2-pyridyl)-2H-1-benzopyran), C(C)(=O)O (acetic acid). Reagents/catalysts: [Pd] (palladium-on-charcoal). The solvent is C(C)O (ethanol). The product is CC1(OC2=C(C(C1)C1=NC=CC=C1C)C=CC=C2)C (3,4-dihydro-2,2-dimethyl-4-(3-methyl-2-pyridyl)-2H-1-benzopyran). Yield: 46.8%. RXN SMILES: [CH3:1][C:2]1([CH3:19])[CH:7]=[C:6]([C:8]2[C:13]([CH3:14])=[CH:12][CH:11]=[CH:10][N:9]=2)[C:5]2[CH:15]=[CH:16][CH:17]=[CH:18][C:4]=2[O:3]1.C(O)(=O)C>C(O)C.[Pd]>[CH3:1][C:2]1([CH3:19])[CH2:7][CH:6]([C:8]2[C:13]([CH3:14])=[CH:12][CH:11]=[CH:10][N:9]=2)[C:5]2[CH:15]=[CH:16][CH:17]=[CH:18][C:4]=2[O:3]1. Reported procedure: 2.97 g of 2,2-dimethyl-4-(3-methyl-2-pyridyl)-2H-1-benzopyran were dissolved in 50 ml of ethanol and shaken at room temperature under a hydrogen atmosphere with 10% palladium-on-charcoal in the presence of 0.5 ml of acetic acid. After 24 hours the catalyst was filtered off and the filtrate was evaporated. The residue was chromatographed on silica gel using ethyl acetate/petroleum ether (1:4) for the elution. There were obtained 1.4 g of 3,4-dihydro-2,2-dimethyl-4-(3-methyl-2-pyridyl)-2H-1-benzop... Starting materials: ClC(Cl)(Cl)Cl, [Li]CCCC, Cc1nc(-c2nn3ccccc3c2-c2ccnc(NC3CCCC3)c2)cs1, C1CCOC1. Product: Cc1nc(-c2nn3c(Cl)cccc3c2-c2ccnc(NC3CCCC3)c2)cs1. As a reaction SMILES: [C:33]([Cl:34])([Cl:35])([Cl:36])[Cl:37].[CH2:28]([Li:29])[CH2:30][CH2:31][CH3:32].[CH:1]1([NH:6][c:7]2[n:8][cH:9][cH:10][c:11](-[c:13]3[c:14](-[c:22]4[n:23][c:24]([CH3:27])[s:25][cH:26]4)[n:15][n:16]4[c:17]3[cH:18][cH:19][cH:20][cH:21]4)[cH:12]2)[CH2:2][CH2:3][CH2:4][CH2:5]1.[O:38]1[CH2:39][CH2:40][CH2:41][CH2:42]1>>[CH:1]1([NH:6][c:7]2[n:8][cH:9][cH:10][c:11](-[c:13]3[c:14](-[c:22]4[n:23][c:24]([CH3:27])[s:25][cH:26]4)[n:15][n:16]4[c:17]3[cH:18][cH:19][cH:20][c:21]4[Cl:34])[cH:12]2)[CH2:2][CH2:3][CH2:4][CH2:5]1. Reactants: O (Water), Cl (HCl), O=C(CCCCC(=O)O)C (6-oxo-heptanoic acid), C(CCC)[Li] (n-butyllithium), C(CCC)[Li] (n-Butyllithium). Reagents/catalysts: [Br-].C[P+](C1=CC=CC=C1)(C1=CC=CC=C1)C1=CC=CC=C1 (methyltriphenylphosphonium bromide). Solvent: C1CCOC1 (THF), CS(=O)C (dimethyl sulfoxide). Run at time 1 hour. Product: CC(CCCCC(=O)O)=C (6-Methyl-hept-6-enoic acid). Isolated yield 78.4%. Reaction SMILES: [CH2:1]([Li])CCC.O=[C:7]([CH3:15])[CH2:8][CH2:9][CH2:10][CH2:11][C:12]([OH:14])=[O:13].O.Cl>[Br-].C[P+](C1C=CC=CC=1)(C1C=CC=CC=1)C1C=CC=CC=1.CS(C)=O.C1COCC1>[CH3:1][C:7](=[CH2:15])[CH2:8][CH2:9][CH2:10][CH2:11][C:12]([OH:14])=[O:13] |f:4.5|. Procedure details: n-Butyllithium (10.8 ml of 2.5 M in hexanes, 27 mmol, 1.3 equiv) was added to a solution of methyltriphenylphosphonium bromide (9.7 g, 27 mmol, 1.3 equiv) in dimethyl sulfoxide (50 ml) at 0° C., and the mixture was stirred at room temperature for 1 h. It was added to a solution of 6-oxo-heptanoic acid 6 (3 g, 20.82 mmol, 1 equiv) and n-butyllithium (8.33 ml of 2.5 M in hexanes, 20.82 mmol, 1 equiv) in THF (30 ml). The mixture was stirred at room temperature for 48 hr. Water was added and the mix...